This data is from the Open Reaction Database (ORD), a public repository of structured organic reaction records. The task is: describe an organic reaction: reactants, conditions, products, and yield The reactants are CCO, [H][H], CCOC(=O)C=Cc1ccc2ccccc2c1. Product: CCOC(=O)CCc1ccc2ccccc2c1. As a reaction SMILES: [CH3:20][CH2:21][OH:22].[H:18][H:19].[cH:1]1[c:2]([CH:11]=[CH:12][C:13](=[O:14])[O:15][CH2:16][CH3:17])[cH:3][cH:4][c:5]2[cH:6][cH:7][cH:8][cH:9][c:10]12>>[cH:1]1[c:2]([CH2:11][CH2:12][C:13](=[O:14])[O:15][CH2:16][CH3:17])[cH:3][cH:4][c:5]2[cH:6][cH:7][cH:8][cH:9][c:10]12. The reactants are Cc1cc(C#N)c(N)cc1Cl, Cl, [K+], [OH-], O, OO. Yields the product Cc1cc(C(=O)O)c(N)cc1Cl. Reaction SMILES: [Cl:1][c:2]1[c:3]([CH3:11])[cH:4][c:5]([C:9]#[N:10])[c:6]([NH2:7])[cH:8]1.[ClH:16].[K+:13].[OH-:12].[OH2:17].[OH:14][OH:15]>>[Cl:1][c:2]1[c:3]([CH3:11])[cH:4][c:5]([C:9](=[O:12])[OH:14])[c:6]([NH2:7])[cH:8]1. The reactants are C1(=CC=CC=C1)S(=O)(=O)N1C=CC=2C=[N+](C=CC21)[O-] (1-benzenesulfonyl-1H-pyrrolo[3,2-c]pyridine 5-oxide), P(=O)(Br)(Br)Br (phosphorus oxybromide). The solvent is C(C)#N (acetonitrile), O1CCOCC1 (dioxane). Reaction conditions: temperature 70 celsius, time 18 hour. The product is C1(=CC=CC=C1)S(=O)(=O)N1C=CC=2C(=NC=CC21)Br (1-Benzenesulfonyl-4-bromo-1H-pyrrolo[3,2-c]pyridine). Isolated yield 71.8%. RXN SMILES: [C:1]1([S:7]([N:10]2[C:18]3[CH:17]=[CH:16][N+:15]([O-])=[CH:14][C:13]=3[CH:12]=[CH:11]2)(=[O:9])=[O:8])[CH:6]=[CH:5][CH:4]=[CH:3][CH:2]=1.P(Br)(Br)([Br:22])=O>C(#N)C.O1CCOCC1>[C:1]1([S:7]([N:10]2[C:18]3[CH:17]=[CH:16][N:15]=[C:14]([Br:22])[C:13]=3[CH:12]=[CH:11]2)(=[O:9])=[O:8])[CH:6]=[CH:5][CH:4]=[CH:3][CH:2]=1. Reported procedure: A 250 mL round-bottomed flask, under nitrogen, fitted with a thermometer probe and a condenser/inert gas bubbler (via a Claisen head), was charged with a solution of 1-benzenesulfonyl-1H-pyrrolo[3,2-c]pyridine 5-oxide (3.5 g, 12.8 mmol) in acetonitrile (50 mL) and dioxane (50 mL). To this solution was added dropwise phosphorus oxybromide (12 g, 40.9 mmol) and the resulting mixture was stirred at 70° C. for 18 h. The precipitate formed was removed by filtration and washed several times with dioxa... Starting materials: CCOC(=O)c1csc(Cc2ccc3oc(-c4nc(C(C)(C)C)cs4)cc3c2)n1, CO, [Na+], [OH-], O. Yields the product CC(C)(C)c1csc(-c2cc3cc(Cc4nc(C(=O)O)cs4)ccc3o2)n1. As a reaction SMILES: [C:1]([CH3:2])([CH3:3])([CH3:4])[c:5]1[n:6][c:7](-[c:10]2[o:11][c:12]3[c:13]([cH:14]2)[cH:15][c:16]([CH2:19][c:20]2[s:21][cH:22][c:23]([C:25](=[O:26])[O:27][CH2:28][CH3:29])[n:24]2)[cH:17][cH:18]3)[s:8][cH:9]1.[CH3:33][OH:34].[Na+:31].[OH-:30].[OH2:32]>>[C:1]([CH3:2])([CH3:3])([CH3:4])[c:5]1[n:6][c:7](-[c:10]2[o:11][c:12]3[c:13]([cH:14]2)[cH:15][c:16]([CH2:19][c:20]2[s:21][cH:22][c:23]([C:25](=[O:26])[OH:27])[n:24]2)[cH:17][cH:18]3)[s:8][cH:9]1. The reactants are CCO, O, O=Cc1ncccc1O, NNC(=O)Nc1ccccc1. The product is O=C(NN=Cc1ncccc1O)Nc1ccccc1. As a reaction SMILES: [CH2:22]([OH:23])[CH3:24].[OH2:21].[OH:12][c:13]1[c:14]([CH:19]=[O:20])[n:15][cH:16][cH:17][cH:18]1.[c:1]1([NH:7][C:8]([NH:9][NH2:10])=[O:11])[cH:2][cH:3][cH:4][cH:5][cH:6]1>>[c:1]1([NH:7][C:8]([NH:9][N:10]=[CH:19][c:14]2[c:13]([OH:12])[cH:18][cH:17][cH:16][n:15]2)=[O:11])[cH:2][cH:3][cH:4][cH:5][cH:6]1. Starting materials: CO, CCCCC(F)CCOc1cnc(-c2ccc(OCc3ccccc3)cc2)nc1, [H][H], C1CCOC1. Product: CCCCC(F)CCOc1cnc(-c2ccc(O)cc2)nc1. RXN SMILES: [CH3:30][OH:31].[F:1][CH:2]([CH2:3][CH2:4][O:5][c:6]1[cH:7][n:8][c:9](-[c:12]2[cH:13][cH:14][c:15]([O:18][CH2:19][c:20]3[cH:21][cH:22][cH:23][cH:24][cH:25]3)[cH:16][cH:17]2)[n:10][cH:11]1)[CH2:26][CH2:27][CH2:28][CH3:29].[H:32][H:33].[O:34]1[CH2:35][CH2:36][CH2:37][CH2:38]1>>[F:1][CH:2]([CH2:3][CH2:4][O:5][c:6]1[cH:7][n:8][c:9](-[c:12]2[cH:13][cH:14][c:15]([OH:18])[cH:16][cH:17]2)[n:10][cH:11]1)[CH2:26][CH2:27][CH2:28][CH3:29]. Reactants: C(#N)[BH3-].[Na+] (sodium cyanoborohydride), C1(CC1)N (cyclopropylamine), C(C)(=O)O (acetic acid), ClC=1C=CC=C2CCC(C12)=O (7-chloro-2,3-dihydro-1H-inden-1-one). The solvent is CO (methanol). Run at time 4 hour. Yields the product ClC=1C=CC=C2CCC(C12)NC1CC1 (7-chloro-N-cyclopropyl-2,3-dihydro-1H-inden-1-amine). Yield: 89.9%. RXN SMILES: [CH:1]1([NH2:4])[CH2:3][CH2:2]1.C(O)(=O)C.[Cl:9][C:10]1[CH:11]=[CH:12][CH:13]=[C:14]2[C:18]=1[C:17](=O)[CH2:16][CH2:15]2.C([BH3-])#N.[Na+]>CO>[Cl:9][C:10]1[CH:11]=[CH:12][CH:13]=[C:14]2[C:18]=1[CH:17]([NH:4][CH:1]1[CH2:3][CH2:2]1)[CH2:16][CH2:15]2 |f:3.4|. Procedure details: To a cooled solution of 4.16 ml (60 mmol) of cyclopropylamine and 4.3 ml (75 mmol) of acetic acid, together with 5 g of 3 Å molecular sieves, in 80 ml of methanol, are added 5 g (30 mmol) of 7-chloro-2,3-dihydro-1H-inden-1-one. The reaction mixture is stirred for 4 hrs at reflux. The reaction mixture is then cooled to ambient temperature and 2.83 g (45 mmol) of sodium cyanoborohydride are slowly added. The reaction mixture is further stirred for 2 hrs at reflux. The solvent is removed under vacu...